This data is from the Open Reaction Database (ORD), a public repository of structured organic reaction records. The task is: describe an organic reaction: reactants, conditions, products, and yield The reactants are stainless steel, CN(P(N(C)C)(N(C)C)=O)C (hexamethylphosphoric triamide), FC1=C(C=2CCC(N3C=C(C(C(C23)=C1)=O)C(=O)O)C)Br (9-fluoro-8-bromo-5-methyl-6,7-dihydro-1-oxo-1H,5H-benzo[ij]quinolizine-2-carboxylic acid), N1CCOCC1 (morpholine). The solvent is C(C)(=O)OCC (ethyl acetate). Run at time 7 hour. Yields the product FC1=C(C=2CCC(N3C=C(C(C(C23)=C1)=O)C(=O)O)C)N1CCOCC1 (9-fluoro-8-morpholino-5-methyl-6,7-dihydro-1-oxo-1H,5H-benzo[ij]quinolizine-2-carboxylic acid). Isolated yield 39.3%. RXN SMILES: [F:1][C:2]1[CH:14]=[C:12]2[C:13]3[N:8]([CH:9]=[C:10]([C:16]([OH:18])=[O:17])[C:11]2=[O:15])[CH:7]([CH3:19])[CH2:6][CH2:5][C:4]=3[C:3]=1Br.[NH:21]1[CH2:26][CH2:25][O:24][CH2:23][CH2:22]1.CN(C)P(=O)(N(C)C)N(C)C>C(OCC)(=O)C>[F:1][C:2]1[CH:14]=[C:12]2[C:13]3[N:8]([CH:9]=[C:10]([C:16]([OH:18])=[O:17])[C:11]2=[O:15])[CH:7]([CH3:19])[CH2:6][CH2:5][C:4]=3[C:3]=1[N:21]1[CH2:26][CH2:25][O:24][CH2:23][CH2:22]1. Reported procedure: In a 200 ml stainless steel autoclave were placed 10 g of 9-fluoro-8-bromo-5-methyl-6,7-dihydro-1-oxo-1H,5H-benzo[ij]quinolizine-2-carboxylic acid, 12.8 g of morpholine and 80 ml of hexamethylphosphoric triamide and the mixture was reacted at 160° C. on an oil bath. After 7 hours, the temperature of the autoclave was lowered to room temperature and disappearance of the starting materials was confirmed by thin layer chromatography. Then, the reaction mixture was transferred from the autoclave to ... The reactants are C=CCc1c(Cl)nc(C)nc1Cl, [H-], Nc1ccc(Cl)cc1Cl, [Na+], CN(C)C=O, O. The product is C=CCc1c(Cl)nc(C)nc1Nc1ccc(Cl)cc1Cl. As a reaction SMILES: [CH2:3]([CH:4]=[CH2:5])[c:6]1[c:7]([Cl:14])[n:8][c:9]([CH3:13])[n:10][c:11]1[Cl:12].[H-:1].[NH2:15][c:16]1[cH:17][cH:18][c:19]([Cl:20])[cH:21][c:22]1[Cl:23].[Na+:2].[O:25]=[CH:26][N:27]([CH3:28])[CH3:29].[OH2:24]>>[CH2:3]([CH:4]=[CH2:5])[c:6]1[c:7]([NH:15][c:16]2[cH:17][cH:18][c:19]([Cl:20])[cH:21][c:22]2[Cl:23])[n:8][c:9]([CH3:13])[n:10][c:11]1[Cl:12]. Starting materials: CCc1n(Cc2cc(OC)c(OC)c(OC)c2)cc[n+]1N=Cc1ccccc1, [Cl-], Cl, O. Product: [Cl-], CCc1n(Cc2cc(OC)c(OC)c(OC)c2)cc[n+]1N. RXN SMILES: [CH:2]([c:3]1[cH:4][cH:5][cH:6][cH:7][cH:8]1)=[N:9][n+:10]1[c:11]([CH2:28][CH3:29])[n:12]([CH2:15][c:16]2[cH:17][c:18]([O:26][CH3:27])[c:19]([O:24][CH3:25])[c:20]([O:22][CH3:23])[cH:21]2)[cH:13][cH:14]1.[Cl-:1].[ClH:30].[OH2:31]>>[Cl-:1].[NH2:9][n+:10]1[c:11]([CH2:28][CH3:29])[n:12]([CH2:15][c:16]2[cH:17][c:18]([O:26][CH3:27])[c:19]([O:24][CH3:25])[c:20]([O:22][CH3:23])[cH:21]2)[cH:13][cH:14]1.